The task is: describe an organic reaction: reactants, conditions, products, and yield. This data is from the Open Reaction Database (ORD), a public repository of structured organic reaction records. Reactants: C(C)C1=C(C(=NC=N1)N[C@@H]1CC[C@@H](CC1)[Si](C)(C)C)C(=O)OC (6-Ethyl-5-methoxycarbonyl-4- (cis-4-trimethylsilylcyclohexylamino)pyrimidine), [H-].[Al+3].[Li+].[H-].[H-].[H-] (lithium aluminum hydride). Solvent: O1CCCC1 (tetrahydrofuran), O1CCCC1 (tetrahydrofuran). The product is C(C)C1=C(C(=NC=N1)N[C@@H]1CC[C@@H](CC1)[Si](C)(C)C)CO (6-Ethyl-5-hydroxymethyl-4-(cis-4-trimethylsilylcyclohexylamino)pyrimidine). RXN SMILES: [CH2:1]([C:3]1[N:8]=[CH:7][N:6]=[C:5]([NH:9][C@H:10]2[CH2:15][CH2:14][C@@H:13]([Si:16]([CH3:19])([CH3:18])[CH3:17])[CH2:12][CH2:11]2)[C:4]=1[C:20](OC)=[O:21])[CH3:2].[H-].[Al+3].[Li+].[H-].[H-].[H-]>O1CCCC1>[CH2:1]([C:3]1[N:8]=[CH:7][N:6]=[C:5]([NH:9][C@H:10]2[CH2:15][CH2:14][C@@H:13]([Si:16]([CH3:19])([CH3:18])[CH3:17])[CH2:12][CH2:11]2)[C:4]=1[CH2:20][OH:21])[CH3:2] |f:1.2.3.4.5.6|. Reported procedure: A solution of 7.0 g (20.9 mmol) of 5-methoxycarbonyl-6-ethyl-4-(cis-4-(trimethylsilyl)cyclohexylamino)pyrimidine (Example 6) in 30 ml of absolute tetrahydrofuran was added dropwise to a suspension, cooled to -30° C., of 1.03 g (27.1 mmol) of lithium aluminum hydride in 10 ml of absolute tetrahydrofuran, and the mixture was stirred at room temperature until the end of reaction. Following the hydrolysis, the mixture was subjected to extraction with diethyl ether to give, after drying and removal o... Reactants: FC1=CC=C(C=C1)C1=CC=C(C=C1)C(C)=NO (4′-(4-fluorophenyl)acetophenone oxime), compound, BrCCOC1OCCCC1 (2-(2-bromoethoxy)tetrahydropyran), O.C1(=CC=C(C=C1)S(=O)(=O)O)C (p-toluenesulfonic acid monohydrate), 1(d), 916651A, C([O-])([O-])=O.[K+].[K+] (potassium carbonate). The product is FC1=CC=C(C=C1)C1=CC=C(C=C1)C(C)=NOCCO (2-[[1-(4′-Fluoro-4-biphenylyl)ethylidene]aminoxy]ethanol). Reaction SMILES: Br[CH2:2][CH2:3][O:4]C1CCCCO1.[F:11][C:12]1[CH:17]=[CH:16][C:15]([C:18]2[CH:23]=[CH:22][C:21]([C:24](=[N:26][OH:27])[CH3:25])=[CH:20][CH:19]=2)=[CH:14][CH:13]=1.C(=O)([O-])[O-].[K+].[K+].O.C1(C)C=CC(S(O)(=O)=O)=CC=1>>[F:11][C:12]1[CH:13]=[CH:14][C:15]([C:18]2[CH:23]=[CH:22][C:21]([C:24](=[N:26][O:27][CH2:2][CH2:3][OH:4])[CH3:25])=[CH:20][CH:19]=2)=[CH:16][CH:17]=1 |f:2.3.4,5.6|. Procedure details: The target compound (3.84 g) was obtained as white crystals by carrying out the reaction and the post-treatment according to Reference examples 1(c) and 1(d) of WO 97/37970(EP 916651A) using 2-(2-bromoethoxy)tetrahydropyran (6.84 g), 4′-(4-fluorophenyl)acetophenone oxime (5.00 g), potassium carbonate (6.02 g) and a catalytic amount of p-toluenesulfonic acid monohydrate. Reactants: B.[Na] (sodium boron hydride), C(C)(C)(C)C1=NC=NC=C1C(C1=C(C=CC=C1)C)=O (4-tert-butyl-5-(2-methylbenzoyl)pyrimidine). The solvent is CO (methanol). Run at time 2 hour. Product: C(C)(C)(C)C1=NC=NC=C1C(O)C1=C(C=CC=C1)C (4-tert-Butyl-5-[(2-methylphenyl)hydroxymethyl]pyrimidine). Isolated yield 59.5%. Reaction SMILES: B.[Na].[C:3]([C:7]1[C:12]([C:13](=[O:21])[C:14]2[CH:19]=[CH:18][CH:17]=[CH:16][C:15]=2[CH3:20])=[CH:11][N:10]=[CH:9][N:8]=1)([CH3:6])([CH3:5])[CH3:4]>CO>[C:3]([C:7]1[C:12]([CH:13]([C:14]2[CH:19]=[CH:18][CH:17]=[CH:16][C:15]=2[CH3:20])[OH:21])=[CH:11][N:10]=[CH:9][N:8]=1)([CH3:6])([CH3:5])[CH3:4] |f:0.1,^1:1|. Procedure details: 500 ml of sodium boron hydride (purity 92%) was added to a mixture of 1 g of 4-tert-butyl-5-(2-methylbenzoyl)pyrimidine and 20 ml of dry methanol, under cooling with ice, and the resulting mixture was stirred for 2 hours. The solvent was distilled off under reduced pressure, and to the resulting mixture, ice water and ethyl acetate were added, and the pH was adjusted to a level from 1 to 2 with concentrated hydrochloric acid with stirring. The organic layer was washed with saturated aqueous salt... The reactants are [H-].[Na+] (sodium hydride), BrCC(O)(C=1N=C(SC1)C)C1=CC=C(C=C1)F (2-bromo-1-(4-fluorophenyl)-1-(2-methylthiazol-4-yl)-ethanol), N1N=CN=C1 (1,2,4-triazole). Run in CN(C=O)C (dimethylformamide), CN(C=O)C (dimethylformamide), CN(C=O)C (dimethylformamide). Yields the product FC1=CC=C(C=C1)C(CN1N=CN=C1)(O)C=1N=C(SC1)C (1-(4-fluorophenyl)-1-(2-methylthiazol-4-yl)-2-(1,2,4-triazol-1-yl)-ethanol). The yield is 28.8%. RXN SMILES: [NH:1]1[CH:5]=[N:4][CH:3]=[N:2]1.[H-].[Na+].Br[CH2:9][C:10]([C:18]1[CH:23]=[CH:22][C:21]([F:24])=[CH:20][CH:19]=1)([C:12]1[N:13]=[C:14]([CH3:17])[S:15][CH:16]=1)[OH:11]>CN(C)C=O>[F:24][C:21]1[CH:22]=[CH:23][C:18]([C:10]([C:12]2[N:13]=[C:14]([CH3:17])[S:15][CH:16]=2)([OH:11])[CH2:9][N:1]2[CH:5]=[N:4][CH:3]=[N:2]2)=[CH:19][CH:20]=1 |f:1.2|. Procedure details: At 10° C., a solution of 4.1 g (0.06 mol) of 1,2,4-triazole in 30 ml of dimethylformamide is added dropwise and with stirring to a suspension of 1.8 g (0.06 mol) of sodium hydride in 20 ml of dimethylformamide, and, after an hour, a solution of 12.6 g (0.04 mol) of 2-bromo-1-(4-fluorophenyl)-1-(2-methylthiazol-4-yl)-ethanol in 30 ml of dimethylformamide is likewise added dropwise at 0° C. and with stirring. When the addition is complete, the mixture is stirred for an hour at 20° C., for a furthe... Reactants: NC=1C=C(OC2=CC(=NC=C2)C(=O)OC(C)(C)C)C=CC1NC (tert-butyl 4-[3-amino-4-(methylamino)phenoxy]pyridine-2-carboxylate), BrC1=CC=C(C=C1)N=C=S (4-bromophenyl isothiocyanate), Cl.C(C)N=C=NCCCN(C)C (1-ethyl-(3-dimethylaminopropyl)carbodiimide HCl). Solvent: O1CCCC1 (tetrahydrofuran). Reaction conditions: temperature 50 celsius. Product: BrC1=CC=C(C=C1)NC1=NC2=C(N1C)C=CC(=C2)OC2=CC(=NC=C2)C(=O)OC(C)(C)C (tert-butyl 4-{2-[(4-bromophenyl)amino]-1-methylbenzimidazol-5-yloxy}pyridine-2-carboxylate). RXN SMILES: [NH2:1][C:2]1[CH:3]=[C:4]([CH:19]=[CH:20][C:21]=1[NH:22][CH3:23])[O:5][C:6]1[CH:11]=[CH:10][N:9]=[C:8]([C:12]([O:14][C:15]([CH3:18])([CH3:17])[CH3:16])=[O:13])[CH:7]=1.[Br:24][C:25]1[CH:30]=[CH:29][C:28]([N:31]=[C:32]=S)=[CH:27][CH:26]=1.Cl.C(N=C=NCCCN(C)C)C>O1CCCC1>[Br:24][C:25]1[CH:30]=[CH:29][C:28]([NH:31][C:32]2[N:22]([CH3:23])[C:21]3[CH:20]=[CH:19][C:4]([O:5][C:6]4[CH:11]=[CH:10][N:9]=[C:8]([C:12]([O:14][C:15]([CH3:18])([CH3:17])[CH3:16])=[O:13])[CH:7]=4)=[CH:3][C:2]=3[N:1]=2)=[CH:27][CH:26]=1 |f:2.3|. Reported procedure: A solution of the diamine from step 6 (1 eq) and 4-bromophenyl isothiocyanate (1 eq) in anhydrous tetrahydrofuran under nitrogen was stirred at 20° C. for 2-3 hours or when determined to be complete by HPLC. The solution was treated with 3 equivalents of 1-ethyl-(3-dimethylaminopropyl)carbodiimide HCl. The stirred solution was heated to 50° C. under nitrogen for 2-3 hrs or until the reaction is determined to be complete by HPLC. The reaction was evaporated under reduced pressure and then diluted...